Dataset: the Open Reaction Database (ORD), a public repository of structured organic reaction records. Task: describe an organic reaction: reactants, conditions, products, and yield Starting materials: C(C1=CC=CC=C1)(=O)C=1C=C(C=CC1)CCC(=O)O (3-(m-benzoyl-phenyl)-propionic acid), C(C(=O)Cl)(=O)Cl (oxalyl chloride). Reaction conditions: time 4 hour. Product: C(C1=CC=CC=C1)(=O)C=1C=C(C=CC1)CCC(=O)Cl (3-(m-benzoyl-phenyl)-propionyl chloride). RXN SMILES: [C:1]([C:9]1[CH:10]=[C:11]([CH2:15][CH2:16][C:17]([OH:19])=O)[CH:12]=[CH:13][CH:14]=1)(=[O:8])[C:2]1[CH:7]=[CH:6][CH:5]=[CH:4][CH:3]=1.C(Cl)(=O)C([Cl:23])=O>>[C:1]([C:9]1[CH:10]=[C:11]([CH2:15][CH2:16][C:17]([Cl:23])=[O:19])[CH:12]=[CH:13][CH:14]=1)(=[O:8])[C:2]1[CH:7]=[CH:6][CH:5]=[CH:4][CH:3]=1. Procedure details: A mixture of 10 g of 3-(m-benzoyl-phenyl)-propionic acid and 50 ml of oxalyl chloride was stirred for 4 hours at room temperature and the excess oxalyl chloride was removed under reduced pressure. The resulting oil was taken up twice in 50 ml of benzene and evaporated to dryness under reduced pressure to obtain 10.7 g of 3-(m-benzoyl-phenyl)-propionyl chloride identical to Example I. RXN SMILES: [NH:1]([C:5]1[C:13]2[C:8](=[C:9]([CH3:15])[N+:10]([O-])=[CH:11][CH:12]=2)[S:7][CH:6]=1)[C:2]([CH3:4])=[O:3].S(Cl)(C1C=CC(C)=CC=1)(=O)=O.[SH:27][C:28]1[NH:29][C:30]2[CH:36]=[CH:35][CH:34]=[CH:33][C:31]=2[N:32]=1.C([O-])([O-])=O.[K+].[K+]>C1C=CC=CC=1.CN(C=O)C>[NH:1]([C:5]1[C:13]2[C:8](=[C:9]([CH2:15][S:27][C:28]3[NH:29][C:30]4[CH:36]=[CH:35][CH:34]=[CH:33][C:31]=4[N:32]=3)[N:10]=[CH:11][CH:12]=2)[S:7][CH:6]=1)[C:2]([CH3:4])=[O:3] |f:3.4.5|. Procedure: To a refluxing solution of 202 mg (0.909 mmol) of 3-acetamino7-methylthieno[2, 3-c]pyridine N-oxide in anhydrous benzene was added 258 mg (1.5 equivalents) of TsCl, and the mixture was continued to be refluxed for 4 hr. After concentration under reduced pressure, the solution was subjected to silica gel column chromatography (silica gel : 30 g), eluting with CH2Cl2 : MeOH=20:1 v/v, whereby 3-acetamino-7-chloromethylthieno[2, 3-c]pyridine was separated. The produce was treated with 3 ml of anhydr... Run in C1=CC=CC=C1 (benzene), CN(C)C=O (DMF). Starting materials: N(C(=O)C)C1=CSC2=C([N+](=CC=C21)[O-])C (3-acetamino7-methylthieno[2, 3-c]pyridine N-oxide), S(=O)(=O)(C1=CC=C(C)C=C1)Cl (TsCl), SC=1NC2=C(N1)C=CC=C2 (2-mercaptobenzimidazole), C(=O)([O-])[O-].[K+].[K+] (K2CO3). Conditions: time 2.5 hour. Isolated yield 25.9%. Product: N(C(=O)C)C1=CSC2=C(N=CC=C21)CSC=2NC1=C(N2)C=CC=C1 (2-[(3-acetaminothieno[2, 3-c]pyridin-7-yl]methylthio]benzimidazole). Reaction SMILES: [CH2:1]([c:2]1[cH:3][cH:4][cH:5][cH:6][cH:7]1)[O:8][c:9]1[c:10]([O:27][CH3:28])[cH:11][c:12]2[cH:13][c:14]([CH:19]=[CH:20][c:21]3[cH:22][cH:23][cH:24][cH:25][cH:26]3)[n:15]([CH3:18])[c:16]2[cH:17]1.[O:29]=[C:30]1[NH:31][C:32](=[O:33])[CH:34]=[CH:35]1>>[CH2:1]([c:2]1[cH:3][cH:4][cH:5][cH:6][cH:7]1)[O:8][c:9]1[c:10]([O:27][CH3:28])[cH:11][c:12]2[c:13]3[c:14]([n:15]([CH3:18])[c:16]2[cH:17]1)[CH2:19][CH:20]([c:21]1[cH:22][cH:23][cH:24][cH:25][cH:26]1)[CH:35]1[C:30](=[O:29])[NH:31][C:32](=[O:33])[CH:34]31. The product is COc1cc2c3c(n(C)c2cc1OCc1ccccc1)CC(c1ccccc1)C1C(=O)NC(=O)C31. The reactants are COc1cc2cc(C=Cc3ccccc3)n(C)c2cc1OCc1ccccc1, O=C1C=CC(=O)N1. The reactants are S(=O)(Cl)Cl (Thionyl chloride), C1=C(C=CC2=CC=CC=C12)C(CN1C=NC=C1)O (1-[2-(2-naphthyl)-2-hydroxyethyl]imidazole). The product is Cl.C1=C(C=CC2=CC=CC=C12)C(CN1C=NC=C1)Cl (1-[2-(2-naphthyl)-2-chloroethyl]imidazole hydrochloride). As a reaction SMILES: S(Cl)([Cl:3])=O.[CH:5]1[C:14]2[C:9](=[CH:10][CH:11]=[CH:12][CH:13]=2)[CH:8]=[CH:7][C:6]=1[CH:15](O)[CH2:16][N:17]1[CH:21]=[CH:20][N:19]=[CH:18]1>>[ClH:3].[CH:5]1[C:14]2[C:9](=[CH:10][CH:11]=[CH:12][CH:13]=2)[CH:8]=[CH:7][C:6]=1[CH:15]([Cl:3])[CH2:16][N:17]1[CH:21]=[CH:20][N:19]=[CH:18]1 |f:2.3|. Procedure details: Thionyl chloride (5 ml.) and 2.0 g. of 1-[2-(2-naphthyl)-2-hydroxyethyl]imidazole are stirred at room temperature for about 20 minutes. Thereafter, the solution is evaporated to dryness and the residue is treated with ethyl acetate and filtered to yield 1-[2-(2-naphthyl)-2-chloroethyl]imidazole hydrochloride as a white solid. Reactants: OC1=CC(=NC2=CC(=CC=C12)OC)C=1N=CSC1 (4-hydroxy-7-methoxy-2-(thiazol-4-yl)quinoline), intermediate 7, C(C)(C)C=1N=C(SC1)C1=NC2=CC(=CC=C2C(=C1)OC1CN2C(CCCCCCC=CC3CC3(NC(C2C1)=O)C(=O)O)=O)OC (18-[2-[4-(isopropyl)thiazol-2-yl]-7-methoxyquinolin-4-yloxy]-2,15-dioxo-3,16-diazatricyclo[14.3.0.04,6]nonadec-7-ene-4-carboxylic acid). Product: COC1=CC=C2C(=CC(=NC2=C1)C=1N=CSC1)OC1CN2C(CCCCCCC=CC3CC3(NC(C2C1)=O)C(=O)O)=O (18-[7-methoxy-2-(thiazol-4-yl)quinolin-4-yloxy]-2,15-dioxo-3,16-diazatricyclo[14.3.0.04,6]nonadec-7-ene-4-carboxylic acid). RXN SMILES: [OH:1][C:2]1[C:11]2[C:6](=[CH:7][C:8]([O:12][CH3:13])=[CH:9][CH:10]=2)[N:5]=[C:4]([C:14]2[N:15]=[CH:16][S:17][CH:18]=2)[CH:3]=1.C(C1N=C(C2C=C(O[CH:38]3[CH2:56][CH:55]4[N:40]([C:41](=[O:61])[CH2:42][CH2:43][CH2:44][CH2:45][CH2:46][CH2:47][CH:48]=[CH:49][CH:50]5[C:52]([C:58]([OH:60])=[O:59])([NH:53][C:54]4=[O:57])[CH2:51]5)[CH2:39]3)C3C(=CC(OC)=CC=3)N=2)SC=1)(C)C>>[CH3:13][O:12][C:8]1[CH:7]=[C:6]2[C:11]([C:2]([O:1][CH:38]3[CH2:56][CH:55]4[N:40]([C:41](=[O:61])[CH2:42][CH2:43][CH2:44][CH2:45][CH2:46][CH2:47][CH:48]=[CH:49][CH:50]5[C:52]([C:58]([OH:60])=[O:59])([NH:53][C:54]4=[O:57])[CH2:51]5)[CH2:39]3)=[CH:3][C:4]([C:14]3[N:15]=[CH:16][S:17][CH:18]=3)=[N:5]2)=[CH:10][CH:9]=1. Reported procedure: The title compound was prepared from 4-hydroxy-7-methoxy-2-(thiazol-4-yl)quinoline and intermediate 7 following the procedure (Step F-H) reported for 18-[2-[4-(isopropyl)thiazol-2-yl]-7-methoxyquinolin-4-yloxy]-2,15-dioxo-3,16-diazatricyclo-[14.3.0.04,6]nonadec-7-ene-4-carboxylic acid 10: m/z=591 (M+H)+. The reactants are CCCCc1nc(C)n(Cc2occc2C#N)c(=O)c1Cc1ccc(-c2ccccc2-c2nnnn2C(c2ccccc2)(c2ccccc2)c2ccccc2)cc1, CO, [Na+], [OH-]. Product: CCCCc1nc(C)n(Cc2occc2C#N)c(=O)c1Cc1ccc(-c2ccccc2-c2nnn[nH]2)cc1. Reaction SMILES: [CH2:1]([CH2:2][CH2:3][CH3:4])[c:5]1[n:6][c:7]([CH3:57])[n:8]([CH2:49][c:50]2[o:51][cH:52][cH:53][c:54]2[C:55]#[N:56])[c:9](=[O:48])[c:10]1[CH2:11][c:12]1[cH:13][cH:14][c:15](-[c:18]2[c:19](-[c:24]3[n:25][n:26][n:27][n:28]3[C:29]([c:30]3[cH:31][cH:32][cH:33][cH:34][cH:35]3)([c:36]3[cH:37][cH:38][cH:39][cH:40][cH:41]3)[c:42]3[cH:43][cH:44][cH:45][cH:46][cH:47]3)[cH:20][cH:21][cH:22][cH:23]2)[cH:16][cH:17]1.[CH3:60][OH:61].[Na+:59].[OH-:58]>>[CH2:1]([CH2:2][CH2:3][CH3:4])[c:5]1[n:6][c:7]([CH3:57])[n:8]([CH2:49][c:50]2[o:51][cH:52][cH:53][c:54]2[C:55]#[N:56])[c:9](=[O:48])[c:10]1[CH2:11][c:12]1[cH:13][cH:14][c:15](-[c:18]2[c:19](-[c:24]3[n:25][n:26][n:27][nH:28]3)[cH:20][cH:21][cH:22][cH:23]2)[cH:16][cH:17]1. Procedure details: Prepared according to the procedure described in Example 1, Step 4, using the following starting materials: (4′-bromo-2′-formyl-6-methoxy-biphenyl-3-yl)-acetic acid ethyl ester and 1-methylpyrazole-4-boronic acid pinacol ester. The product is C(C)OC(CC=1C=C(C(=CC1)OC)C1=C(C=C(C=C1)C=1C=NN(C1)C)C=O)=O ([2′-Formyl-6-methoxy-4′-(1-methyl-1H-pyrazol-4-yl)-biphenyl-3-yl]-acetic acid ethyl ester). Starting materials: C(C)OC(CC=1C=C(C(=CC1)OC)C1=C(C=C(C=C1)Br)C=O)=O ((4′-bromo-2′-formyl-6-methoxy-biphenyl-3-yl)-acetic acid ethyl ester), CN1N=CC(=C1)B1OC(C)(C)C(C)(C)O1 (1-methylpyrazole-4-boronic acid pinacol ester). As a reaction SMILES: [CH2:1]([O:3][C:4](=[O:23])[CH2:5][C:6]1[CH:7]=[C:8]([C:14]2[CH:19]=[CH:18][C:17](Br)=[CH:16][C:15]=2[CH:21]=[O:22])[C:9]([O:12][CH3:13])=[CH:10][CH:11]=1)[CH3:2].[CH3:24][N:25]1[CH:29]=[C:28](B2OC(C)(C)C(C)(C)O2)[CH:27]=[N:26]1>>[CH2:1]([O:3][C:4](=[O:23])[CH2:5][C:6]1[CH:7]=[C:8]([C:14]2[CH:19]=[CH:18][C:17]([C:28]3[CH:27]=[N:26][N:25]([CH3:24])[CH:29]=3)=[CH:16][C:15]=2[CH:21]=[O:22])[C:9]([O:12][CH3:13])=[CH:10][CH:11]=1)[CH3:2]. The product is COC1=C(C=CC(=C1)C)[Sn](CCCC)(CCCC)CCCC ((2-methoxy-4-methylphenyl)tributyl tin). As a reaction SMILES: Br[C:2]1[CH:7]=[CH:6][C:5]([CH3:8])=[CH:4][C:3]=1[O:9][CH3:10].[Mg].II.C[Mg]Br.[CH2:17]([Sn:21](Cl)([CH2:26][CH2:27][CH2:28][CH3:29])[CH2:22][CH2:23][CH2:24][CH3:25])[CH2:18][CH2:19][CH3:20]>C1COCC1.CCOCC>[CH3:10][O:9][C:3]1[CH:4]=[C:5]([CH3:8])[CH:6]=[CH:7][C:2]=1[Sn:21]([CH2:22][CH2:23][CH2:24][CH3:25])([CH2:26][CH2:27][CH2:28][CH3:29])[CH2:17][CH2:18][CH2:19][CH3:20]. The solvent is CCOCC (ether), C1CCOC1 (THF). Yield: 67.8%. Procedure: A solution of 2-bromo-5-methylanisole (3.8 g) [obtained as described in J. Gen. Chem. U.S.S.R., 1932, 2, 455 (Chemical Abstracts, 1933, 27, 962)] in THF (50 ml) was added to magnesium turnings (0.47 g) and a catalytic amount of iodine under an atmosphere of argon. A catalytic volume of 1M methyl magnesium bromide in ether was added and the mixture was heated 50° C. for 1 hour, and then cooled to 0° C. Tributyltin chloride (5.6 g) was added dropwise over 5 minutes and the mixture was stirred for ... The reactants are C[Mg]Br (methyl magnesium bromide), C(CCC)[Sn](CCCC)(CCCC)Cl (Tributyltin chloride), BrC1=C(C=C(C=C1)C)OC (2-bromo-5-methylanisole), [Mg] (magnesium), II (iodine). Run at temperature 50 celsius, time 18 hour.